Dataset: the Open Reaction Database (ORD), a public repository of structured organic reaction records. Task: describe an organic reaction: reactants, conditions, products, and yield The reactants are O=C(O)c1ccc(Cl)c(-c2ncc(Cl)cc2Cl)c1, O=C(Cl)C(=O)Cl, ClCCl, CN(C)C=O. Yields the product O=C(Cl)c1ccc(Cl)c(-c2ncc(Cl)cc2Cl)c1. Reaction SMILES: [Cl:1][c:2]1[c:3](-[c:11]2[n:12][cH:13][c:14]([Cl:18])[cH:15][c:16]2[Cl:17])[cH:4][c:5]([C:6](=[O:7])[OH:8])[cH:9][cH:10]1.[Cl:24][C:25]([C:26]([Cl:27])=[O:28])=[O:29].[Cl:30][CH2:31][Cl:32].[O:19]=[CH:20][N:21]([CH3:22])[CH3:23]>>[Cl:1][c:2]1[c:3](-[c:11]2[n:12][cH:13][c:14]([Cl:18])[cH:15][c:16]2[Cl:17])[cH:4][c:5]([C:6](=[O:7])[Cl:24])[cH:9][cH:10]1. Reactants: OC(CBr)CCBr, COc1cc(C(F)(F)F)cc(C(F)(F)F)c1C(=O)NC1CCCCC1N. Product: COc1cc(C(F)(F)F)cc(C(F)(F)F)c1C(=O)NC1CCCCC1N1CCC(O)C1. As a reaction SMILES: [Br:27][CH2:28][CH:29]([CH2:30][CH2:31][Br:32])[OH:33].[NH2:1][CH:2]1[CH:3]([NH:8][C:9]([c:10]2[c:11]([O:24][CH3:25])[cH:12][c:13]([C:20]([F:21])([F:22])[F:23])[cH:14][c:15]2[C:16]([F:17])([F:18])[F:19])=[O:26])[CH2:4][CH2:5][CH2:6][CH2:7]1>>[N:1]1([CH:2]2[CH:3]([NH:8][C:9]([c:10]3[c:11]([O:24][CH3:25])[cH:12][c:13]([C:20]([F:21])([F:22])[F:23])[cH:14][c:15]3[C:16]([F:17])([F:18])[F:19])=[O:26])[CH2:4][CH2:5][CH2:6][CH2:7]2)[CH2:28][CH:29]([OH:33])[CH2:30][CH2:31]1. The reactants are aldehyde, C(C1=CC=CC=C1)=O (benzaldehyde), N1=CC=CC=C1 (pyridine), α-chlorinated chloroformate, ClC(=O)OC(Cl)(Cl)Cl (trichloromethyl chloroformate). Conditions: time 2 hour. Yields the product ClC(=O)OC(C1=CC=CC=C1)Cl (α-chlorobenzyl chloroformate). Reaction SMILES: C(=O)[C:2]1[CH:7]=[CH:6][CH:5]=[CH:4][CH:3]=1.N1C=CC=CC=1.[Cl:15][C:16]([O:18][C:19]([Cl:22])(Cl)Cl)=[O:17]>>[Cl:15][C:16]([O:18][CH:19]([Cl:22])[C:2]1[CH:7]=[CH:6][CH:5]=[CH:4][CH:3]=1)=[O:17]. Procedure: 7.5 g (0.07 mole) benzaldehyde and 0.3 g (0.004 mole) pyridine are introduced in an apparatus similar to that of example 1. The mixture is brought to 45° C. and 8.5 g (0.043 mole) trichloromethyl chloroformate added drop by drop over 10 minutes. After 2 hours of stirring at 45° it is confirmed by NMR analysis that all the aldehyde has been converted to the α-chlorinated chloroformate with formula: ##STR7## Starting materials: C1(=CC=CC=C1)C(OC1CCN(CC1)CCCN)C1=CC=CC=C1 (4-(diphenylmethoxy)-1-piperidinepropanamine), ClC=1C=CC=2N(N1)C=C(N2)C(CO)(C)C (2-(6-chloroimidazo[1,2-b]pyridazin-2-yl]-2-methylpropanol), C([O-])(O)=O.[Na+] (sodium bicarbonate). Yields the product C1(=CC=CC=C1)C(OC1CCN(CC1)CCCNC=1C=CC=2N(N1)C=C(N2)C(CO)(C)C)C2=CC=CC=C2 (2-[6-[3-[4-(diphenylmethoxy)piperidino] propylamino]imidazo[1,2-b]pyridazin-2-yl]-2-methylpropanol). Yield: 45.3%. Reaction SMILES: [C:1]1([CH:7]([C:19]2[CH:24]=[CH:23][CH:22]=[CH:21][CH:20]=2)[O:8][CH:9]2[CH2:14][CH2:13][N:12]([CH2:15][CH2:16][CH2:17][NH2:18])[CH2:11][CH2:10]2)[CH:6]=[CH:5][CH:4]=[CH:3][CH:2]=1.Cl[C:26]1[CH:27]=[CH:28][C:29]2[N:30]([CH:32]=[C:33]([C:35]([CH3:39])([CH3:38])[CH2:36][OH:37])[N:34]=2)[N:31]=1.C(=O)(O)[O-].[Na+]>>[C:19]1([CH:7]([C:1]2[CH:2]=[CH:3][CH:4]=[CH:5][CH:6]=2)[O:8][CH:9]2[CH2:14][CH2:13][N:12]([CH2:15][CH2:16][CH2:17][NH:18][C:26]3[CH:27]=[CH:28][C:29]4[N:30]([CH:32]=[C:33]([C:35]([CH3:39])([CH3:38])[CH2:36][OH:37])[N:34]=4)[N:31]=3)[CH2:11][CH2:10]2)[CH:24]=[CH:23][CH:22]=[CH:21][CH:20]=1 |f:2.3|. Procedure details: 1.29 g of 4-(diphenylmethoxy)-1-piperidinepropanamine and 0.451 g of 2-(6-chloroimidazo[1,2-b]pyridazin-2-yl]-2-methylpropanol were stirred at 190-200° C. for 90 minutes. After cooling, aqueous sodium bicarbonate was added, followed by extraction with ethyl acetate. The extract was washed with saline and dried with magnesium sulfate. The dry product was concentrated under reduced pressure; the residue was subjected to silica gel column chromatography and eluted with ethyl acetate:methanol:trieth... Starting materials: BrC1=C(OC(=C1)C=O)C1=NC(=NO1)C1=CC=C(C=C1)Cl (5-(3-bromo-5-formyl-furan-2-yl)-3-(4-chloro-phenyl)-[1,2,4]-oxadiazole), C(#N)[BH3-].[Na+] (sodium cyanoborohydride), C(C)(=O)O (acetic acid), N1CCOCC1 (morpholine). Run in CO (methanol). Run at time 24 hour. Yields the product BrC1=C(OC(=C1)CN1CCOCC1)C1=NC(=NO1)C1=CC=C(C=C1)Cl (5-(3-bromo-5-morpholinomethyl-furan-2-yl)-3-(4-chloro-phenyl)-[1,2,4]-oxadiazole). Yield: 16.6%. RXN SMILES: [Br:1][C:2]1[CH:6]=[C:5]([CH:7]=O)[O:4][C:3]=1[C:9]1[O:13][N:12]=[C:11]([C:14]2[CH:19]=[CH:18][C:17]([Cl:20])=[CH:16][CH:15]=2)[N:10]=1.C([BH3-])#N.[Na+].C(O)(=O)C.[NH:29]1[CH2:34][CH2:33][O:32][CH2:31][CH2:30]1>CO>[Br:1][C:2]1[CH:6]=[C:5]([CH2:7][N:29]2[CH2:34][CH2:33][O:32][CH2:31][CH2:30]2)[O:4][C:3]=1[C:9]1[O:13][N:12]=[C:11]([C:14]2[CH:15]=[CH:16][C:17]([Cl:20])=[CH:18][CH:19]=2)[N:10]=1 |f:1.2|. Reported procedure: To a stirring solution of 5-(3-bromo-5-formyl-furan-2-yl)-3-(4-chloro-phenyl)-[1,2,4]-oxadiazole (60 mg, 0.170 mmol), sodium cyanoborohydride (10.5 mg, 0.167 mmol), acetic acid (10.0 μL, 0.173 mmol), and methanol (2.0 mL) under argon was added morpholine (50 μL, 0.57 mmol). The solution was stirred for 24 h and concentrated to dryness. The product was purified by column chromatography (2:1, hexane:ethyl acetate) to yield 12 mg (17%) of 5-(3-bromo-5-morpholinomethyl-furan-2-yl)-3-(4-chloro-phenyl... The product is C(C)(C)C1=NN(C(O1)=O)C1=C(C=C(C=C1)Cl)NO (5-Isopropyl-3-(2-hydroxylamino-4-chlorophenyl)-1,3,4-oxadiazolin-2-one). Reported procedure: A solution of 5-isopropyl-3-(2-nitro-4-chlorophenyl)-1,3,4-oxadiazolin-2-one (16 g.) in ethyl acetate (130 cc.) containing 3% w/w palladium of charcoal (1 g.) is hydrogenated at atmospheric pressure and at approximately 20° C. After the absorption of hydrogen (1.9 liters) (70% of the theoretical amount), the reaction is stopped and the reaction mixture is filtered. The filtrate is concentrated under reduced pressure and the residue taken up in benzene (50 cc.); the crystals obtained are filtered... As a reaction SMILES: [CH:1]([C:4]1[O:8][C:7](=[O:9])[N:6]([C:10]2[CH:15]=[CH:14][C:13]([Cl:16])=[CH:12][C:11]=2[N+:17]([O-])=[O:18])[N:5]=1)([CH3:3])[CH3:2].C>C(OCC)(=O)C.[Pd]>[CH:1]([C:4]1[O:8][C:7](=[O:9])[N:6]([C:10]2[CH:15]=[CH:14][C:13]([Cl:16])=[CH:12][C:11]=2[NH:17][OH:18])[N:5]=1)([CH3:3])[CH3:2]. Solvent: C(C)(=O)OCC (ethyl acetate). The reactants are C(C)(C)C1=NN(C(O1)=O)C1=C(C=C(C=C1)Cl)[N+](=O)[O-] (5-isopropyl-3-(2-nitro-4-chlorophenyl)-1,3,4-oxadiazolin-2-one), C (charcoal). Reagents/catalysts: [Pd] (palladium). Isolated yield 47.3%. Product: Nc1cc(N2CCN(C(=O)NC3CCCCN(CC4CC4)C3=O)CC2)c2ccc(Cl)cc2n1. Reaction SMILES: [CH:14]1([CH2:17][N:18]2[C:19](=[O:29])[CH:20]([NH:25][C:26]([OH:27])=[O:28])[CH2:21][CH2:22][CH2:23][CH2:24]2)[CH2:15][CH2:16]1.[CH:50]([N:51]([CH:52]([CH3:53])[CH3:54])[CH2:55][CH3:56])([CH3:57])[CH3:58].[Cl:37][C:38]([O:39][c:40]1[cH:41][cH:42][c:43]([N+:44]([O-:45])=[O:46])[cH:47][cH:48]1)=[O:49].[Cl:59][c:60]1[cH:61][cH:62][c:63]2[c:64]([N:71]3[CH2:72][CH2:73][NH:74][CH2:75][CH2:76]3)[cH:65][c:66]([NH2:70])[n:67][c:68]2[cH:69]1.[F:30][C:31]([F:32])([F:33])[C:34]([OH:35])=[O:36].[NH2:1][CH:2]1[CH2:3][CH2:4][CH2:5][CH2:6][N:7]([CH2:8][CH:9]2[CH2:10][CH2:11]2)[C:12]1=[O:13]>>[CH:14]1([CH2:17][N:18]2[C:19](=[O:29])[CH:20]([NH:25][C:26](=[O:28])[N:74]3[CH2:73][CH2:72][N:71]([c:64]4[c:63]5[cH:62][cH:61][c:60]([Cl:59])[cH:69][c:68]5[n:67][c:66]([NH2:70])[cH:65]4)[CH2:76][CH2:75]3)[CH2:21][CH2:22][CH2:23][CH2:24]2)[CH2:15][CH2:16]1. The reactants are O=C(O)NC1CCCCN(CC2CC2)C1=O, CCN(C(C)C)C(C)C, O=C(Cl)Oc1ccc([N+](=O)[O-])cc1, Nc1cc(N2CCNCC2)c2ccc(Cl)cc2n1, O=C(O)C(F)(F)F, NC1CCCCN(CC2CC2)C1=O. Reactants: [BH4-], CO, O=Cc1cc(Oc2ccccc2)ccc1[N+](=O)[O-], [Na+], [Na+], [Na+], O=C([O-])[O-]. Yields the product O=[N+]([O-])c1ccc(Oc2ccccc2)cc1CO. As a reaction SMILES: [BH4-:19].[CH3:27][OH:28].[N+:1](=[O:2])([O-:3])[c:4]1[c:5]([CH:6]=[O:7])[cH:8][c:9]([O:12][c:13]2[cH:14][cH:15][cH:16][cH:17][cH:18]2)[cH:10][cH:11]1.[Na+:20].[Na+:21].[Na+:22].[O-:23][C:24](=[O:25])[O-:26]>>[N+:1](=[O:2])([O-:3])[c:4]1[c:5]([CH2:6][OH:7])[cH:8][c:9]([O:12][c:13]2[cH:14][cH:15][cH:16][cH:17][cH:18]2)[cH:10][cH:11]1.